From a dataset of the Open Reaction Database (ORD), a public repository of structured organic reaction records. describe an organic reaction: reactants, conditions, products, and yield The reactants are ClC1=CC=C(C=N1)C(=O)N (6-chloro-3-pyridinecarboxamide), NC=1SC(=CC1C(=O)OCC)C(C)C (2-amino-5-(1-methylethyl)-3-thiophenecarboxylic acid, ethyl ester). The solvent is CO (methanol). Product: CC(C)C1=CC2=C(N=C3N(C2=O)C=C(C=C3)C(=O)N)S1 (2-(1-methylethyl)-4-oxo-4H-pyrido[1,2-a]thieno[2,3-d]pyrimidine-7-carboxamide). The yield is 20.1%. RXN SMILES: Cl[C:2]1[N:7]=[CH:6][C:5]([C:8]([NH2:10])=[O:9])=[CH:4][CH:3]=1.[NH2:11][C:12]1[S:13][C:14]([CH:22]([CH3:24])[CH3:23])=[CH:15][C:16]=1[C:17](OCC)=[O:18]>CO>[CH3:24][CH:22]([C:14]1[S:13][C:12]2[N:11]=[C:2]3[CH:3]=[CH:4][C:5]([C:8]([NH2:10])=[O:9])=[CH:6][N:7]3[C:17](=[O:18])[C:16]=2[CH:15]=1)[CH3:23]. Procedure: A mixture of 24.0 g (0.1538 mol) of 6-chloro-3-pyridinecarboxamide (Aldrich Chemical Company) and 32.8 g (0.1538 mol) of 2-amino-5-(1-methylethyl)-3-thiophenecarboxylic acid, ethyl ester (Tetrahedron, Vol. 33, pages 2089-2092, 1977) is heated in a wax bath at 178°-182° C. for two hundred five minutes and then at 180°-196° C. for sixty-five minutes under nitrogen. The mixture is cooled, suspended in hot methanol and filtered to give 8.9 g of 2-(1-methylethyl)-4-oxo-4H-pyrido[1,2-a]thieno[2,3-d]py... Reactants: N[C@H](CP(OC)(OC)=O)C(NC1=CC=C(C=C1)N1C(COCC1)=O)=O (dimethyl (S)-{2-amino-2-[4-(3-oxomorpholin-4-yl)phenylcarbamoyl]ethyl}phosphonate), ClC1=CC=C(C=C1)N=C=O (4-chlorophenyl isocyanate). The solvent is ClCCl (dichloromethane). The product is ClC1=CC=C(C=C1)NC(N[C@@H](C(=O)NC1=CC=C(C=C1)N1C(COCC1)=O)CP(=O)(OC)OC)=O ((S)-2-[3-(4-chlorophenyl)ureido]-N-[4-(3-oxomorpholin-4-yl)phenyl]-3-(dimethoxyphosphoryl)propionamide). Isolated yield 98.8%. RXN SMILES: [NH2:1][C@@H:2]([C:10](=[O:25])[NH:11][C:12]1[CH:17]=[CH:16][C:15]([N:18]2[CH2:23][CH2:22][O:21][CH2:20][C:19]2=[O:24])=[CH:14][CH:13]=1)[CH2:3][P:4](=[O:9])([O:7][CH3:8])[O:5][CH3:6].[Cl:26][C:27]1[CH:32]=[CH:31][C:30]([N:33]=[C:34]=[O:35])=[CH:29][CH:28]=1>ClCCl>[Cl:26][C:27]1[CH:32]=[CH:31][C:30]([NH:33][C:34](=[O:35])[NH:1][C@H:2]([CH2:3][P:4]([O:5][CH3:6])([O:7][CH3:8])=[O:9])[C:10]([NH:11][C:12]2[CH:13]=[CH:14][C:15]([N:18]3[CH2:23][CH2:22][O:21][CH2:20][C:19]3=[O:24])=[CH:16][CH:17]=2)=[O:25])=[CH:29][CH:28]=1. Procedure details: 5.4 The solution of 0.2 g (0.54 mmol) of dimethyl (S)-{2-amino-2-[4-(3-oxomorpholin-4-yl)phenylcarbamoyl]ethyl}phosphonate and 0.092 g (0.54 mmol) of 4-chlorophenyl isocyanate in 10 ml of dichloromethane is stirred at room temperature for 12 hours. The methylene chloride solution is subsequently washed successively with 10 ml of each of 1N hydrochloric acid, saturated sodium hydrogencarbonate solution and water and dried over sodium sulfate. After the solvent has been stripped off, 10 ml of diet... Starting materials: C(C)C1=NC=2C(=NC(=CC2C)C)N1C1=CC=C(C=C1)CCNC(=O)NS(=O)(=O)C1=CC=C(C=C1)C (2-ETHYL-5,7-DIMETHYL-3-(4-{2-[({[(4-METHYLPHENYL)SULFONYL]AMINO}CARBONYL)AMINO]ETHYL}PHENYL)-3H-IMIDAZO[4,5-b]PYRIDINE), C(C)(C)(C)CC(=O)Cl (tert-butylacetyl chloride). RXN SMILES: C(C1[N:13]([C:14]2[CH:19]=[CH:18][C:17]([CH2:20][CH2:21][NH:22][C:23]([NH:25][S:26]([C:29]3[CH:34]=[CH:33][C:32]([CH3:35])=[CH:31][CH:30]=3)(=[O:28])=[O:27])=[O:24])=[CH:16][CH:15]=2)[C:6]2=[N:7][C:8]([CH3:12])=[CH:9][C:10]([CH3:11])=[C:5]2[N:4]=1)C.[C:36]([CH2:40][C:41](Cl)=O)([CH3:39])([CH3:38])[CH3:37]>>[CH3:12][C:8]1[N:7]=[C:6]2[N:13]([C:14]3[CH:15]=[CH:16][C:17]([CH2:20][CH2:21][NH:22][C:23]([NH:25][S:26]([C:29]4[CH:30]=[CH:31][C:32]([CH3:35])=[CH:33][CH:34]=4)(=[O:27])=[O:28])=[O:24])=[CH:18][CH:19]=3)[C:41]([CH2:40][C:36]([CH3:37])([CH3:38])[CH3:39])=[N:4][C:5]2=[C:10]([CH3:11])[CH:9]=1. Procedure details: The title compound was prepared according to the procedure described in step 5 of Example 1 from 2-{4-[(3-amino-4,6-dimethyl-2-pyridinyl)amino]phenyl]ethanol (step 4 of Example 1) and tert-butylacetyl chloride. Yields the product CC1=CC(=C2C(=N1)N(C(=N2)CC(C)(C)C)C2=CC=C(C=C2)CCNC(=O)NS(=O)(=O)C2=CC=C(C=C2)C)C (5,7-DIMETHYL-3-(4-[2-[({[(4-METHYLPHENYL)SULFONYL]AMINO}CARBONYL)AMINO]ETHYL}PHENYL)-2-NEOPENTYL-3H-IMIDAZO[4,5-b]PYRIDINE).